Dataset: the Open Reaction Database (ORD), a public repository of structured organic reaction records. Task: describe an organic reaction: reactants, conditions, products, and yield Reactants: [Br-], [Br-], [Br-], C[N+](C)(C)Cc1ccccc1, C[N+](C)(C)Cc1ccccc1, C[N+](C)(C)Cc1ccccc1, ClCCl, COC(=O)c1ccc(CO)cc1N(C)C, CO, [Ca+2], O=C([O-])[O-]. The product is COC(=O)c1cc(Br)c(CO)cc1N(C)C. Reaction SMILES: [Br-:21].[Br-:22].[Br-:23].[CH2:24]([N+:25]([CH3:26])([CH3:27])[CH3:28])[c:29]1[cH:30][cH:31][cH:32][cH:33][cH:34]1.[CH2:35]([N+:36]([CH3:37])([CH3:38])[CH3:39])[c:40]1[cH:41][cH:42][cH:43][cH:44][cH:45]1.[CH2:46]([N+:47]([CH3:48])([CH3:49])[CH3:50])[c:51]1[cH:52][cH:53][cH:54][cH:55][cH:56]1.[CH2:57]([Cl:58])[Cl:59].[CH3:1][N:2]([c:3]1[c:4]([C:5](=[O:6])[O:7][CH3:8])[cH:9][cH:10][c:11]([CH2:13][OH:14])[cH:12]1)[CH3:15].[CH3:60][OH:61].[Ca+2:16].[O-:17][C:18](=[O:19])[O-:20]>>[CH3:1][N:2]([c:3]1[c:4]([C:5](=[O:6])[O:7][CH3:8])[cH:9][c:10]([Br:21])[c:11]([CH2:13][OH:14])[cH:12]1)[CH3:15]. Starting materials: [OH-].[Na+] (sodium hydroxide), 111.4, C(C)C1=CC=C(C=O)C=C1 (4-ethylbenzaldehyde), CC(=O)C (acetone). The solvent is O (water), ice water. Conditions: time 8 hour. Product: C(C)C1=CC=C(C=C1)C=CC(C)=O (4(4-Ethylphenyl)-3-buten-2-one). Reaction SMILES: [OH-].[Na+].[CH2:3]([C:5]1[CH:12]=[CH:11][C:8]([CH:9]=O)=[CH:7][CH:6]=1)[CH3:4].[CH3:13][C:14]([CH3:16])=[O:15]>O>[CH2:3]([C:5]1[CH:12]=[CH:11][C:8]([CH:9]=[CH:13][C:14](=[O:15])[CH3:16])=[CH:7][CH:6]=1)[CH3:4] |f:0.1|. Reported procedure: 20 ml of 10% strength sodium hydroxide solution is added to a mixture of 111.4 (0.83 mol) of 4-ethylbenzaldehyde, 133 g of acetone and 100 ml of water, and the mixture is stirred overnight at room temperature. It is then diluted with 300 ml of ice water and extracted five times, each time with 100 ml of dichloromethane. The extracts are dried over sodium sulfate and concentrated. Reactants: CC(C)CC(C(=O)NNC(=O)CN)C(CC=Cc1ccccc1)C(=O)OC(C)(C)C, CCN1CCOCC1, Cc1ccccc1, CCOC(C)=O, O=C(Cl)Cl, ClCCl. The product is CC(C)CC(C(=O)NN1C(=O)CNC1=O)C(CC=Cc1ccccc1)C(=O)OC(C)(C)C. RXN SMILES: [C:1]([CH3:2])([CH3:3])([CH3:4])[O:5][C:6](=[O:7])[CH:8]([CH2:9][CH:10]=[CH:11][c:12]1[cH:13][cH:14][cH:15][cH:16][cH:17]1)[CH:18]([C:19](=[O:20])[NH:21][NH:22][C:23]([CH2:24][NH2:25])=[O:26])[CH2:27][CH:28]([CH3:29])[CH3:30].[CH2:31]([N:32]1[CH2:33][CH2:34][O:36][CH2:35][CH2:37]1)[CH3:38].[CH3:46][c:47]1[cH:48][cH:49][cH:50][cH:51][cH:52]1.[CH3:53][CH2:54][O:55][C:56](=[O:57])[CH3:58].[Cl:39][C:40](=[O:41])[Cl:42].[Cl:43][CH2:44][Cl:45]>>[C:1]([CH3:2])([CH3:3])([CH3:4])[O:5][C:6](=[O:7])[CH:8]([CH2:9][CH:10]=[CH:11][c:12]1[cH:13][cH:14][cH:15][cH:16][cH:17]1)[CH:18]([C:19](=[O:20])[NH:21][N:22]1[C:23](=[O:26])[CH2:24][NH:25][C:35]1=[O:36])[CH2:27][CH:28]([CH3:29])[CH3:30]. Reactants: C[Si](C)(C)CCOCn1cc(C#N)nc1C(=O)Nc1ccc(C2CC(=O)NC(=O)C2)cc1C1=CCCCC1, CCO, ClCCl, O=C(O)C(F)(F)F. Yields the product N#Cc1c[nH]c(C(=O)Nc2ccc(C3CC(=O)NC(=O)C3)cc2C2=CCCCC2)n1. RXN SMILES: [C:1]1([c:7]2[c:8]([NH:21][C:22](=[O:23])[c:24]3[n:25]([CH2:31][O:32][CH2:33][CH2:34][Si:35]([CH3:36])([CH3:37])[CH3:38])[cH:26][c:27]([C:29]#[N:30])[n:28]3)[cH:9][cH:10][c:11]([CH:13]3[CH2:14][C:15](=[O:20])[NH:16][C:17](=[O:19])[CH2:18]3)[cH:12]2)=[CH:2][CH2:3][CH2:4][CH2:5][CH2:6]1.[CH3:39][CH2:40][OH:41].[Cl:49][CH2:50][Cl:51].[F:42][C:43]([F:44])([F:45])[C:46]([OH:47])=[O:48]>>[C:1]1([c:7]2[c:8]([NH:21][C:22](=[O:23])[c:24]3[nH:25][cH:26][c:27]([C:29]#[N:30])[n:28]3)[cH:9][cH:10][c:11]([CH:13]3[CH2:14][C:15](=[O:20])[NH:16][C:17](=[O:19])[CH2:18]3)[cH:12]2)=[CH:2][CH2:3][CH2:4][CH2:5][CH2:6]1. Starting materials: [N+](O)(=O)[O-], c1c(nn2c1c(nc(c2)c1cnn(c1)C)O)C(=O)O. The reagents and catalysts are c1ccc(cc1)-c2c3ccccc3cc4ccccc24 (9-Phenylanthracene). Run in CC(=O)O (AcOH). Conditions: temperature 150 celsius, time 18 hour. Yields the product Cn1cc(cn1)c2cn3nccc3c(O)n2. Reaction SMILES: [CH3:1][n:2]1[n:6][cH:5][c:4]([c:7]2[n:16][c:14]([OH:15])[c:13]([n:9]3[cH:8]2)[cH:12][c:11](C(O)=O)[n:10]3)[cH:3]1>>[CH3:1][n:2]1[n:6][cH:5][c:4]([c:7]2[n:16][c:14]([OH:15])[c:13]([n:9]3[cH:8]2)[cH:12][cH:11][n:10]3)[cH:3]1. Reactants: O=C(c1cc(C(F)(F)F)cc(C(F)(F)F)c1)N1CCN(Cc2ccccc2)CC1Cc1c[nH]c2ccccc12, CI, CN(C)C=O, [H-], [Na+]. The product is Cn1cc(CC2CN(Cc3ccccc3)CCN2C(=O)c2cc(C(F)(F)F)cc(C(F)(F)F)c2)c2ccccc21. Reaction SMILES: [CH2:1]([c:2]1[cH:3][cH:4][cH:5][cH:6][cH:7]1)[N:8]1[CH2:9][CH:10]([CH2:30][c:31]2[cH:32][nH:33][c:34]3[cH:35][cH:36][cH:37][cH:38][c:39]23)[N:11]([C:14]([c:15]2[cH:16][c:17]([C:25]([F:26])([F:27])[F:28])[cH:18][c:19]([C:21]([F:22])([F:23])[F:24])[cH:20]2)=[O:29])[CH2:12][CH2:13]1.[CH3:42][I:43].[CH3:44][N:45]([CH3:46])[CH:47]=[O:48].[H-:40].[Na+:41]>>[CH2:1]([c:2]1[cH:3][cH:4][cH:5][cH:6][cH:7]1)[N:8]1[CH2:9][CH:10]([CH2:30][c:31]2[cH:32][n:33]([CH3:42])[c:34]3[cH:35][cH:36][cH:37][cH:38][c:39]23)[N:11]([C:14]([c:15]2[cH:16][c:17]([C:25]([F:26])([F:27])[F:28])[cH:18][c:19]([C:21]([F:22])([F:23])[F:24])[cH:20]2)=[O:29])[CH2:12][CH2:13]1.